describe an organic reaction: reactants, conditions, products, and yield From a dataset of the Open Reaction Database (ORD), a public repository of structured organic reaction records. Reactants: O[C@@H]1[C@@H](NCC1)C ((2S,3S)-3-hydroxy-2-methylpyrrolidine), ClC1=C(C#N)C=CC(=C1C)F (2-chloro-4-fluoro-3-methylbenzonitrile), C([O-])([O-])=O.[Li+].[Li+] (lithium carbonate). Run in CS(=O)C (DMSO). Run at temperature 100 celsius, time 2 hour. The product is ClC1=C(C#N)C=CC(=C1C)N1[C@H]([C@H](CC1)O)C (2-chloro-4-[(2S,3S)-3-hydroxy-2-methylpyrrolidin-1-yl]-3-methylbenzonitrile). Reaction SMILES: [OH:1][C@H:2]1[CH2:6][CH2:5][NH:4][C@H:3]1[CH3:7].[Cl:8][C:9]1[C:16]([CH3:17])=[C:15](F)[CH:14]=[CH:13][C:10]=1[C:11]#[N:12].C(=O)([O-])[O-].[Li+].[Li+]>CS(C)=O>[Cl:8][C:9]1[C:16]([CH3:17])=[C:15]([N:4]2[CH2:5][CH2:6][C@H:2]([OH:1])[C@@H:3]2[CH3:7])[CH:14]=[CH:13][C:10]=1[C:11]#[N:12] |f:2.3.4|. Reported procedure: A mixture of (2S,3S)-3-hydroxy-2-methylpyrrolidine, 2-chloro-4-fluoro-3-methylbenzonitrile (424 mg), lithium carbonate (370 mg) and DMSO (12.5 ml) was stirred at 100° C. for 2 hr. The reaction mixture was cooled and partitioned between water and ethyl acetate. The organic layer was washed with water, dried (sodium sulfate), and concentrated. The obtained residue was purified by silica gel column chromatography (ethyl acetate-hexane), and crystallized from ethyl acetate-hexane to give the title c... The reactants are product, N=C=N (carbodiimide), C1=CC2=C(C=C1N)C(=O)OC23C4=C(C=C(C=C4)O)OC5=C3C=CC(=C5)O (fluoresceinamine). Product: C=1C=CC(=C(C1)C2=C3C=CC(=O)C=C3OC4=C2C=CC(=C4)O)C(=O)O (fluorescein), C1=CC2=C(C=C1N)C(=O)OC23C4=C(C=C(C=C4)O)OC5=C3C=CC(=C5)O (FAM). As a reaction SMILES: N=C=N.[CH:4]1[C:9]([NH2:10])=[CH:8][C:7]2[C:11]([O:13][C:14]3([C:24]4[CH:25]=[CH:26][C:27]([OH:29])=[CH:28][C:23]=4[O:22][C:16]4[CH:17]=[C:18]([OH:21])[CH:19]=[CH:20][C:15]3=4)[C:6]=2[CH:5]=1)=[O:12]>>[CH:4]1[CH:9]=[CH:8][C:7]([C:11]([OH:13])=[O:12])=[C:6]([C:14]2[C:15]3[CH:20]=[CH:19][C:18]([OH:21])=[CH:17][C:16]=3[O:22][C:23]3[C:24]=2[CH:25]=[CH:26][C:27]([CH:28]=3)=[O:29])[CH:5]=1.[CH:4]1[C:9]([NH2:10])=[CH:8][C:7]2[C:11]([O:13][C:14]3([C:24]4[CH:25]=[CH:26][C:27]([OH:29])=[CH:28][C:23]=4[O:22][C:16]4[CH:17]=[C:18]([OH:21])[CH:19]=[CH:20][C:15]3=4)[C:6]=2[CH:5]=1)=[O:12]. Procedure: Alternatively, the product from step 1 can be reacted in the presence of carbodiimide with fluoresceinamine (FAM) (Reaction C) to provide 5-[2',3'-dideoxyinosin-5'-yl)-succinamido]-fluorescein (ddI-5'-S:FAM). An additional alternative is to react the product from step 2 with 5-[N'-(2-aminoethyl)-thioureido]fluorescein (fluoresceinthiocarbamylethylenediamine) (FTED) (Reaction D) to provide the tracer 5-[2-(2',3'-dideoxyinosin-5'-yl-succinamido)-ethylthiocarbamyl -fluorescein (ddI-5.-S:FTED). Product: ClC1=C(C(=C(C=C1OC)OC)Cl)C1=CC2=C(C=N1)C(=NN2)C2=CC(=C(OCC(=O)N(C)C)C=C2)C (2-{4-[6-(2,6-dichloro-3,5-dimethoxyphenyl)-1H-pyrazolo[4,3-c]pyridin-3-yl]-2-methylphenoxy}-N,N-dimethylacetamide). As a reaction SMILES: [Cl:1][C:2]1[C:7]([O:8][CH3:9])=[CH:6][C:5]([O:10][CH3:11])=[C:4]([Cl:12])[C:3]=1[C:13]1[N:18]=[CH:17][C:16]2[C:19](I)=[N:20][NH:21][C:15]=2[CH:14]=1.[CH3:23][N:24]([CH3:45])[C:25](=[O:44])[CH2:26][O:27][C:28]1[CH:33]=[CH:32][C:31](B2OC(C)(C)C(C)(C)O2)=[CH:30][C:29]=1[CH3:43]>>[Cl:1][C:2]1[C:7]([O:8][CH3:9])=[CH:6][C:5]([O:10][CH3:11])=[C:4]([Cl:12])[C:3]=1[C:13]1[N:18]=[CH:17][C:16]2[C:19]([C:31]3[CH:32]=[CH:33][C:28]([O:27][CH2:26][C:25]([N:24]([CH3:23])[CH3:45])=[O:44])=[C:29]([CH3:43])[CH:30]=3)=[N:20][NH:21][C:15]=2[CH:14]=1. The reactants are ClC1=C(C(=C(C=C1OC)OC)Cl)C1=CC2=C(C=N1)C(=NN2)I (6-(2,6-dichloro-3,5-dimethoxyphenyl)-3-iodo-1H-pyrazolo[4,3-c]pyridine), CN(C(COC1=C(C=C(C=C1)B1OC(C(O1)(C)C)(C)C)C)=O)C (N,N-dimethyl-2-[2-methyl-4-(4,4,5,5-tetramethyl-1,3,2-dioxaborolan-2-yl)phenoxy]acetamide). Procedure details: This compound was prepared using procedures analogous to those described for the synthesis of Example 4, Step 2 starting from 6-(2,6-dichloro-3,5-dimethoxyphenyl)-3-iodo-1H-pyrazolo[4,3-c]pyridine and N,N-dimethyl-2-[2-methyl-4-(4,4,5,5-tetramethyl-1,3,2-dioxaborolan-2-yl)phenoxy]acetamide. LCMS (M+H)+=515.1/517.1. The reactants are esters, 90a, [N+](=[N-])=CC(=O)OCC (ethyl 2-diazoacetate), Cl (HCl), CC(C(C=C)NC1=NC(=NC=C1F)C1=CN(C2=NC=C(C=C21)F)S(=O)(=O)C2=CC=C(C)C=C2)(C)C (racemic N-(4,4-dimethylpent-1-en-3-yl)-5-fluoro-2-(5-fluoro-1-tosyl-1H-pyrrolo[2,3-b]pyridin-3-yl)pyrimidin-4-amine), CC(C(C=C)NC1=NC(=NC=C1F)C1=CN(C2=NC=C(C=C21)F)S(=O)(=O)C2=CC=C(C)C=C2)(C)C ((+/−)-N-(4,4-dimethylpent-1-en-3-yl)-5-fluoro-2-(5-fluoro-1-tosyl-1H-pyrrolo[2,3-b]pyridin-3-yl)pyrimidin-4-amine), [N+](=[N-])=CC(=O)OCC (ethyl 2-diazoacetate), esters, C(=O)O (formic acid). The reagents and catalysts are CC(=O)[O-].CC(=O)[O-].[Pd+2] (Pd(OAc)2), C(C)(=O)[O-].[Rh+2].C(C)(=O)[O-] (rhodium(II) acetate). Solvent: C(C)#N (ACN), [Li+].[OH-] (LiOH), ClCCl (dichloromethane), ClCCl (dichloromethane), O1CCOCC1 (dioxane), ClCCl (dichloromethane), ClCCl (dichloromethane). Conditions: temperature 100 celsius, time 8 hour. The product is FC=1C(=NC(=NC1)C1=CNC2=NC=C(C=C21)F)NC(C(C)(C)C)C2C(C2)C(=O)O (2-(1-((5-fluoro-2-(5-fluoro-1H-pyrrolo[2,3-b]pyridin-3-yl)pyrimidin-4-yl)amino)-2,2-dimethylpropyl)cyclopropanecarboxylic acid). Reaction SMILES: [CH3:1][C:2]([CH3:35])([CH3:34])[CH:3]([NH:6][C:7]1[C:12]([F:13])=[CH:11][N:10]=[C:9]([C:14]2[C:22]3[C:17](=[N:18][CH:19]=[C:20]([F:23])[CH:21]=3)[N:16](S(C3C=CC(C)=CC=3)(=O)=O)[CH:15]=2)[N:8]=1)[CH:4]=[CH2:5].[N+](=[CH:38][C:39]([O:41]CC)=[O:40])=[N-].Cl.C(O)=O>ClCCl.O1CCOCC1.[Li+].[OH-].C([O-])(=O)C.[Rh+2].C([O-])(=O)C.CC([O-])=O.CC([O-])=O.[Pd+2].C(#N)C>[F:13][C:12]1[C:7]([NH:6][CH:3]([CH:4]2[CH2:5][CH:38]2[C:39]([OH:41])=[O:40])[C:2]([CH3:34])([CH3:1])[CH3:35])=[N:8][C:9]([C:14]2[C:22]3[C:17](=[N:18][CH:19]=[C:20]([F:23])[CH:21]=3)[NH:16][CH:15]=2)=[N:10][CH:11]=1 |f:6.7,8.9.10,11.12.13|. Procedure details: To racemic N-(4,4-dimethylpent-1-en-3-yl)-5-fluoro-2-(5-fluoro-1-tosyl-1H-pyrrolo[2,3-b]pyridin-3-yl)pyrimidin-4-amine, 89a, (0.105 g, 0.211 mmol) and rhodium(II) acetate (0.019 g, 0.042 mmol) in dichloromethane (6.2 mL) was added dropwise a solution of ethyl 2-diazoacetate (0.181 g, 0.166 mL, 1.582 mmol) in 2 mL dichloromethane over 30 minutes. Pd(OAc)2 (0.019 g, 0.042 mmol) in dichloromethane (2 mL) was added followed by ethyl 2-diazoacetate (0.181 g, 0.166 mL, 1.582 mmol) in dichloromethane (... Reactants: C=O, COC(=O)c1cncn1C1CCCCC1, [Na+], [OH-], O. The product is OCc1cncn1C1CCCCC1. RXN SMILES: [CH2:18]=[O:19].[CH:1]1([n:7]2[cH:8][n:9][cH:10][c:11]2[C:12](=[O:13])[O:14][CH3:15])[CH2:2][CH2:3][CH2:4][CH2:5][CH2:6]1.[Na+:17].[OH-:16].[OH2:20]>>[CH:1]1([n:7]2[cH:8][n:9][cH:10][c:11]2[CH2:12][OH:13])[CH2:2][CH2:3][CH2:4][CH2:5][CH2:6]1. Reactants: C(C)OC(=O)C=1C(=C2C(=CN1)SN=C2C2=CC=CC=C2)O (4-hydroxy-3-phenyl-isothiazolo[5,4-c]pyridine-5-carboxylic acid ethyl ester), BrN1C(CCC1=O)=O (N-bromosuccinimide). The reagents and catalysts are C(C1=CC=CC=C1)(=O)OOC(C1=CC=CC=C1)=O (benzoyl peroxide). The solvent is C(Cl)(Cl)(Cl)Cl (CCl4). Conditions: time 4 hour. The product is C(C)OC(=O)C=1C(=C2C(=C(N1)Br)SN=C2C2=CC=CC=C2)O (7-Bromo-4-hydroxy-3-phenyl-isothiazolo[5,4-c]pyridine-5-carboxylic acid ethyl ester). Yield: 80.0%. As a reaction SMILES: [CH2:1]([O:3][C:4]([C:6]1[C:7]([OH:21])=[C:8]2[C:14]([C:15]3[CH:20]=[CH:19][CH:18]=[CH:17][CH:16]=3)=[N:13][S:12][C:9]2=[CH:10][N:11]=1)=[O:5])[CH3:2].[Br:22]N1C(=O)CCC1=O>C(Cl)(Cl)(Cl)Cl.C(OOC(=O)C1C=CC=CC=1)(=O)C1C=CC=CC=1>[CH2:1]([O:3][C:4]([C:6]1[C:7]([OH:21])=[C:8]2[C:14]([C:15]3[CH:16]=[CH:17][CH:18]=[CH:19][CH:20]=3)=[N:13][S:12][C:9]2=[C:10]([Br:22])[N:11]=1)=[O:5])[CH3:2]. Procedure: To a solution of 4-hydroxy-3-phenyl-isothiazolo[5,4-c]pyridine-5-carboxylic acid ethyl ester (1.07 g, 3.56 mmol) in CCl4 was added N-bromosuccinimide (666 mg, 3.74 mmol) and benzoyl peroxide (43.1 mg, 0.18 mmol). The reaction mixture was refluxed with stirring for 4 h. After cooling to r. t. the mixture was filtered. The filtrate was concentrated in vacuo and purified by flash column chromatography on silica gel. Elution with 0-20% EtOAc/CH2Cl2, gave the title compound as white solid (1.08 g): M... Reactants: C(C)(C)(C)C(N(C1CC1)C1=CC=NC=C1)(C(=O)O)C(C1CNCCC1)=O (tert-Butyl N-pyridin-4-ylnipecotyl-N-cyclopropylglycine), Cl (HCl). Run in CCOC(=O)C (EtOAc). Run at time 3.5 hour. Yields the product Cl.N1=CC=C(C=C1)N(C(C(=O)O)C(C1CNCCC1)=O)C1CC1 (N-Pyridin-4-ylnipecotyl-N-cyclopropylglycine hydrochloride). Reaction SMILES: C([C:5]([C:19](=[O:26])[CH:20]1[CH2:25][CH2:24][CH2:23][NH:22][CH2:21]1)([C:16]([OH:18])=[O:17])[N:6]([C:10]1[CH:15]=[CH:14][N:13]=[CH:12][CH:11]=1)[CH:7]1[CH2:9][CH2:8]1)(C)(C)C.[ClH:27]>CCOC(C)=O>[ClH:27].[N:13]1[CH:12]=[CH:11][C:10]([N:6]([CH:7]2[CH2:9][CH2:8]2)[CH:5]([C:19](=[O:26])[CH:20]2[CH2:25][CH2:24][CH2:23][NH:22][CH2:21]2)[C:16]([OH:18])=[O:17])=[CH:15][CH:14]=1 |f:3.4|. Procedure details: Ester 22-3 (250 mg, 0.70 mmol) was suspended in EtOAc (25 mL), cooled to 0° and treated with HCl gas for 15 min. The resulting solution was stirred for 3.5 h then evaporated to give 22-4 as a white solid.